describe an organic reaction: reactants, conditions, products, and yield From a dataset of the Open Reaction Database (ORD), a public repository of structured organic reaction records. Starting materials: CO (MeOH), ClC1(C(C(=O)N)C=CC=C1)OC (2-chloro-2-methoxy-benzamide), Cl (HCl). Run in C1CCOC1.CO (THF MeOH), C1CCOC1 (THF). Reaction conditions: temperature 0 celsius, time 10 minute. Yields the product ClC=1C=CC(=C(CN)C1)OC (5-chloro-2-methoxy-benzylamine). Isolated yield 39.0%. Reaction SMILES: Cl[C:2]1([O:11][CH3:12])[CH:10]=[CH:9][CH:8]=[CH:7][CH:3]1[C:4]([NH2:6])=O.CO.[ClH:15]>C1COCC1.C1COCC1.CO>[Cl:15][C:8]1[CH:9]=[CH:10][C:2]([O:11][CH3:12])=[C:3]([CH:7]=1)[CH2:4][NH2:6] |f:4.5|. Reported procedure: To a solution of the above 2-chloro-2-methoxy-benzamide (1.0 g, 5.4 mmol) in anhydrous THF (10 mL) was added dropwise 1M BH3-THF complex (12.8 mL, 12.8 mmol) at 0° C. After 10 min. of stirring at 0° C., the reaction mixture was heated at 65° C. for 4 h. MeOH (approximately 10 mL) was then added to the cooled reaction mixture at 0° C. The reaction was warmed to room temperature and stirred for 10 min. The reaction solution was concentrated in vacuo to yield an oily product. The product was dissol...